Dataset: the Open Reaction Database (ORD), a public repository of structured organic reaction records. Task: describe an organic reaction: reactants, conditions, products, and yield Starting materials: [Br-], CC(NC(=O)c1ccc(Cc2ccccc2)[nH]1)C(=O)NC(C=O)CC(=O)O, CO, [K+], CC(NC(=O)c1ccc[nH]1)C(=O)NC(C=O)CC(=O)O. Product: O=C(O)c1ccc(Cc2ccccc2)[nH]1. RXN SMILES: [Br-:48].[CH2:1]([c:2]1[cH:3][cH:4][cH:5][cH:6][cH:7]1)[c:8]1[cH:9][cH:10][c:11]([C:13](=[O:14])[NH:15][CH:16]([C:17]([NH:18][CH:19]([CH:20]=[O:21])[CH2:22][C:23]([OH:24])=[O:25])=[O:26])[CH3:27])[nH:12]1.[CH3:50][OH:51].[K+:49].[nH:28]1[cH:29][cH:30][cH:31][c:32]1[C:33](=[O:34])[NH:35][CH:36]([C:37]([NH:38][CH:39]([CH:40]=[O:41])[CH2:42][C:43]([OH:44])=[O:45])=[O:46])[CH3:47]>>[CH2:1]([c:2]1[cH:3][cH:4][cH:5][cH:6][cH:7]1)[c:8]1[cH:9][cH:10][c:11]([C:13]([OH:14])=[O:34])[nH:12]1. Reactants: Brc1ccc(C(Br)Br)cn1, O=C1CCC(=O)N1Br, ClC(Cl)(Cl)Cl, Cc1ccc(Br)nc1, CC(C)(C#N)N=NC(C)(C)C#N. Product: BrCc1ccc(Br)nc1. As a reaction SMILES: [Br:29][c:30]1[n:31][cH:32][c:33]([CH:36]([Br:37])[Br:38])[cH:34][cH:35]1.[Br:9][N:10]1[C:11](=[O:12])[CH2:13][CH2:14][C:15]1=[O:16].[C:39]([Cl:40])([Cl:41])([Cl:42])[Cl:43].[CH3:1][c:2]1[cH:3][cH:4][c:5]([Br:6])[n:7][cH:8]1.[N:17]#[C:18][C:19]([N:20]=[N:21][C:22]([C:23]#[N:24])([CH3:25])[CH3:26])([CH3:27])[CH3:28]>>[Br:29][c:30]1[n:31][cH:32][c:33]([CH2:36][Br:37])[cH:34][cH:35]1. Starting materials: NC1=CC=C2C(=N1)C(=CN2)C2CCN(CC2)C (5-amino-3-(1-methylpiperidin-4-yl)pyrrolo[3,2-b]pyridine), COC1=C(C(=O)Cl)C=CC=C1 (2-methoxybenzoyl chloride). The product is COC1=C(C(=O)NC2=CC=C3C(=N2)C(=CN3)C3CCN(CC3)C)C=CC=C1 (5-(N-[2-methoxybenzoyl]amino)-3-(1-methylpiperidin-4-yl)pyrrolo[3,2-b]pyridine). The yield is 37.4%. Reaction SMILES: [NH2:1][C:2]1[N:7]=[C:6]2[C:8]([CH:11]3[CH2:16][CH2:15][N:14]([CH3:17])[CH2:13][CH2:12]3)=[CH:9][NH:10][C:5]2=[CH:4][CH:3]=1.[CH3:18][O:19][C:20]1[CH:28]=[CH:27][CH:26]=[CH:25][C:21]=1[C:22](Cl)=[O:23]>>[CH3:18][O:19][C:20]1[CH:28]=[CH:27][CH:26]=[CH:25][C:21]=1[C:22]([NH:1][C:2]1[N:7]=[C:6]2[C:8]([CH:11]3[CH2:16][CH2:15][N:14]([CH3:17])[CH2:13][CH2:12]3)=[CH:9][NH:10][C:5]2=[CH:4][CH:3]=1)=[O:23]. Reported procedure: Beginning with 0.010 gm (0.044 mMol) 5-amino-3-(1-methylpiperidin-4-yl)pyrrolo[3,2-b]pyridine and 0.008 mL (0.058 mMol) 2-methoxybenzoyl chloride, 0.006 gm (39%) of the title compound were prepared essentially by the procedure described in Example 7. The reactants are O=C([O-])[O-], [Cs+], [Cs+], OCCI, CN(C)C=O, O=c1oc2cc(N3CCNCC3)ccc2cc1-c1nc2ccccc2s1. Product: O=c1oc2cc(N3CCN(CCO)CC3)ccc2cc1-c1nc2ccccc2s1. RXN SMILES: [C:27](=[O:28])([O-:29])[O-:30].[Cs+:31].[Cs+:32].[I:33][CH2:34][CH2:35][OH:36].[O:37]=[CH:38][N:39]([CH3:40])[CH3:41].[s:1]1[c:2](-[c:10]2[c:11](=[O:26])[o:12][c:13]3[cH:14][c:15]([N:20]4[CH2:21][CH2:22][NH:23][CH2:24][CH2:25]4)[cH:16][cH:17][c:18]3[cH:19]2)[n:3][c:4]2[c:5]1[cH:6][cH:7][cH:8][cH:9]2>>[s:1]1[c:2](-[c:10]2[c:11](=[O:26])[o:12][c:13]3[cH:14][c:15]([N:20]4[CH2:21][CH2:22][N:23]([CH2:34][CH2:35][OH:36])[CH2:24][CH2:25]4)[cH:16][cH:17][c:18]3[cH:19]2)[n:3][c:4]2[c:5]1[cH:6][cH:7][cH:8][cH:9]2. The reactants are OC[C@H]1CN(C[C@@H]1C1=CC=CC=C1)[C@@H](C(=O)OCC1=CC=CC=C1)C1=CC=CC=C1 (2-(R)-(3-(R)-hydroxymethyl-4-(S)-phenylpyrrolidin-1-yl)-2-(phenyl)acetic acid, benzyl ester), [Si](C)(C)(C(C)(C)C)OC[C@H]1CNC[C@@H]1C1=CC=CC=C1 (3-(R)-(t-butyldimethylsilyloxymethyl)-4-(S)-phenylpyrrolidine), hexanes EtOAc. The product is C(=O)[C@H]1CN(C[C@@H]1C1=CC=CC=C1)[C@@H](C(=O)OCC1=CC=CC=C1)C1=CC=CC=C1 (2-(R)-(3-(R)-Formyl-4-(S)-phenylpyrrolidin-1-yl)-2-(phenyl)acetic acid, benzyl ester). Reaction SMILES: [OH:1][CH2:2][C@@H:3]1[C@@H:7]([C:8]2[CH:13]=[CH:12][CH:11]=[CH:10][CH:9]=2)[CH2:6][N:5]([C@H:14]([C:25]2[CH:30]=[CH:29][CH:28]=[CH:27][CH:26]=2)[C:15]([O:17][CH2:18][C:19]2[CH:24]=[CH:23][CH:22]=[CH:21][CH:20]=2)=[O:16])[CH2:4]1.[Si](OC[C@@H]1[C@@H](C2C=CC=CC=2)CNC1)(C(C)(C)C)(C)C>>[CH:2]([C@@H:3]1[C@@H:7]([C:8]2[CH:9]=[CH:10][CH:11]=[CH:12][CH:13]=2)[CH2:6][N:5]([C@H:14]([C:25]2[CH:30]=[CH:29][CH:28]=[CH:27][CH:26]=2)[C:15]([O:17][CH2:18][C:19]2[CH:20]=[CH:21][CH:22]=[CH:23][CH:24]=2)=[O:16])[CH2:4]1)=[O:1]. Procedure: The title compound was prepared from of 2-(R)-(3-(R)-hydroxymethyl-4-(S)-phenylpyrrolidin-1-yl)-2-(phenyl)acetic acid, benzyl ester (from Step B) using a procedure analogous to that described in the preparation given above of Aldehyde 1: RF: 0.69 (3:2 v/v hexanes/EtOAc); 1H NMR (300 MHz) δ2.70-3.32 (m, 5H), 3.61 (q, J=7.4, 1H), 4.15 (s, 1H), 5.12 (s, 2H), 7.13-7.48 (m, 15H), 9.68 (d, J=1.9, 1H).